The task is: describe an organic reaction: reactants, conditions, products, and yield. This data is from the Open Reaction Database (ORD), a public repository of structured organic reaction records. Reactants: C(N)(=O)OCC=1CS[C@H]2N(C1C(=O)OC(C)OC(C)=O)C([C@H]2NC(\C(\C=2N=C(SC2)NC(C2=CC=CC=C2)(C2=CC=CC=C2)C2=CC=CC=C2)=N/OCC2CC2)=O)=O (1-Acetoxy-1-ethyl (6R,7R)-3-carbamoyloxymethyl-7-[(Z)-2-cyclopropylmethoxyimino-2-(2-tritylaminothiazol-4-yl)acetamido]ceph-3-em-4-carboxylate), O (water). Solvent: C(=O)O (formic acid). Reaction conditions: time 1.5 hour. Yields the product NC=1SC=C(N1)/C(/C(=O)N[C@H]1[C@@H]2N(C(=C(CS2)COC(N)=O)C(=O)OC(C)OC(C)=O)C1=O)=N/OCC1CC1 (1-Acetoxy-1-ethyl (6R,7 R)-7-[(Z)-2-(2-Aminothiazol-4-yl)-2-cyclopropylmethoxyiminoacetamido]-3-carbamoyloxymethylceph-3-em-4-carboxylate). Isolated yield 51.0%. Reaction SMILES: [C:1]([O:4][CH2:5][C:6]1[CH2:7][S:8][C@@H:9]2[C@H:22]([NH:23][C:24](=[O:57])/[C:25](=[N:51]\[O:52][CH2:53][CH:54]3[CH2:56][CH2:55]3)/[C:26]3[N:27]=[C:28]([NH:31]C(C4C=CC=CC=4)(C4C=CC=CC=4)C4C=CC=CC=4)[S:29][CH:30]=3)[C:21](=[O:58])[N:10]2[C:11]=1[C:12]([O:14][CH:15]([O:17][C:18](=[O:20])[CH3:19])[CH3:16])=[O:13])(=[O:3])[NH2:2].O>C(O)=O>[NH2:31][C:28]1[S:29][CH:30]=[C:26](/[C:25](=[N:51]/[O:52][CH2:53][CH:54]2[CH2:56][CH2:55]2)/[C:24]([NH:23][C@@H:22]2[C:21](=[O:58])[N:10]3[C:11]([C:12]([O:14][CH:15]([O:17][C:18](=[O:20])[CH3:19])[CH3:16])=[O:13])=[C:6]([CH2:5][O:4][C:1](=[O:3])[NH2:2])[CH2:7][S:8][C@H:9]23)=[O:57])[N:27]=1. Procedure details: 1-Acetoxy-1-ethyl (6R,7R)-3-carbamoyloxymethyl-7-[(Z)-2-cyclopropylmethoxyimino-2-(2-tritylaminothiazol-4-yl)acetamido]ceph-3-em-4-carboxylate (1.5 g) was dissolved in formic acid (15 ml) and water (7.5 ml) was added. After 1.5 hour at 21°, the mixture was filtered and the filter-cake was leached with formic acid-water (2:1). The combined filtrates were concentrated and the residue was mixed with isopropanol when a solution formed. This was evaporated to dryness and the residue was partitioned b... Reactants: Cl.CNOC (N,O-dimethylhydroxylamine hydrochloride), C(C)(C)N(C(C)C)CC (N,N-diisopropylethylamine), CC1=C(C(=O)O)C=CC=C1 (2-Methylbenzoic acid), Cl.CN(CCCN=C=NCC)C (1-(3-dimethylaminopropyl)-3-ethylcarbodiimide hydrochloride), C(C)(C)N(C(C)C)CC (N,N-diisopropylethylamine). The solvent is O (water), C(Cl)(Cl)Cl (chloroform). Product: CON(C(C1=C(C=CC=C1)C)=O)C (N-Methoxy-N,2-dimethylbenzamide). Isolated yield 50.0%. Reaction SMILES: [CH3:1][C:2]1[CH:10]=[CH:9][CH:8]=[CH:7][C:3]=1[C:4](O)=[O:5].Cl.CN(C)CCCN=C=NCC.C(N(CC)C(C)C)(C)C.Cl.[CH3:33][NH:34][O:35][CH3:36]>C(Cl)(Cl)Cl.O>[CH3:36][O:35][N:34]([CH3:33])[C:4](=[O:5])[C:3]1[CH:7]=[CH:8][CH:9]=[CH:10][C:2]=1[CH3:1] |f:1.2,4.5|. Procedure details: 2-Methylbenzoic acid (1.00 g, 7.34 mmol) and 1-(3-dimethylaminopropyl)-3-ethylcarbodiimide hydrochloride (1.69 g, 8.81 mmol) in chloroform (10 mL) stirred with N,N-diisopropylethylamine (1.50 mL, 8.81 mmol) for 10 minutes under cooling with ice and then stirred with N,O-dimethylhydroxylamine hydrochloride (860 mg, 8.81 mmol) and N,N-diisopropylethylamine (1.50 mL, 8.81 mmol) for one day while the temperature was gradually raised to room temperature. After addition of water, the reaction mixture ...